Dataset: the Open Reaction Database (ORD), a public repository of structured organic reaction records. Task: describe an organic reaction: reactants, conditions, products, and yield The reactants are CS(=O)(=O)c1ccc(NCc2ccc(C(=O)O)cc2)cc1, CS(C)=O, Nc1ccccc1N. The product is CS(=O)(=O)c1ccc(NCc2ccc(C(=O)Nc3ccccc3N)cc2)cc1. Reaction SMILES: [CH3:1][S:2](=[O:3])(=[O:4])[c:5]1[cH:6][cH:7][c:8]([NH:11][CH2:12][c:13]2[cH:14][cH:15][c:16]([C:17](=[O:18])[OH:19])[cH:20][cH:21]2)[cH:9][cH:10]1.[CH3:30][S:31]([CH3:32])=[O:33].[NH2:22][c:23]1[cH:24][cH:25][cH:26][cH:27][c:28]1[NH2:29]>>[CH3:1][S:2](=[O:3])(=[O:4])[c:5]1[cH:6][cH:7][c:8]([NH:11][CH2:12][c:13]2[cH:14][cH:15][c:16]([C:17](=[O:19])[NH:29][c:28]3[c:23]([NH2:22])[cH:24][cH:25][cH:26][cH:27]3)[cH:20][cH:21]2)[cH:9][cH:10]1.